This data is from the Open Reaction Database (ORD), a public repository of structured organic reaction records. The task is: describe an organic reaction: reactants, conditions, products, and yield Reactants: C(C1=CC=CC=C1)C1C(CCC2=CC=C(C=C12)OC)N (1-benzyl-7-methoxy-1,2,3,4-tetrahydronaphthalen-2-amine), B(Br)(Br)Br (BBr3), powder. The solvent is ClCCl (dichloromethane), ClCCl (dichloromethane). Reaction conditions: time 8 hour. Yields the product NC1CCC=2C=CC(=CC2C1CC1=CC=CC=C1)O (7-Amino-8-benzyl-5,6,7,8-tetrahydronaphthalen-2-ol). Reaction SMILES: [CH2:1]([CH:8]1[C:17]2[C:12](=[CH:13][CH:14]=[C:15]([O:18]C)[CH:16]=2)[CH2:11][CH2:10][CH:9]1[NH2:20])[C:2]1[CH:7]=[CH:6][CH:5]=[CH:4][CH:3]=1.B(Br)(Br)Br>ClCCl>[NH2:20][CH:9]1[CH:8]([CH2:1][C:2]2[CH:3]=[CH:4][CH:5]=[CH:6][CH:7]=2)[C:17]2[CH:16]=[C:15]([OH:18])[CH:14]=[CH:13][C:12]=2[CH2:11][CH2:10]1. Procedure: To a solution of 1-benzyl-7-methoxy-1,2,3,4-tetrahydronaphthalen-2-amine (2.56 g, 9.57 mmol) in dry dichloromethane (47.4 mL) under Argon at 0° C. 1M BBr3 in dichloromethane (23.93 mL, 23.93 mmol) was added. The cooling bath was removed and the reaction was allowed to reach room temperature overnight. The reaction was quenched with water, and 1 M NaOH was added to alkalinity. The organic layer was separated and the aqueous phase was extracted with dichloromethane (4×50 mL). The collected organic... Starting materials: CCCCn1c(C(=O)c2cc(C)cc(C=CC#N)c2)c(C(C)C)c(=O)[nH]c1=O, CCO, [H][H]. The product is CCCCn1c(C(=O)c2cc(C)cc(CCC#N)c2)c(C(C)C)c(=O)[nH]c1=O. As a reaction SMILES: [CH2:1]([CH2:2][CH2:3][CH3:4])[n:5]1[c:6](=[O:28])[nH:7][c:8](=[O:27])[c:9]([CH:24]([CH3:25])[CH3:26])[c:10]1[C:11](=[O:12])[c:13]1[cH:14][c:15]([CH:20]=[CH:21][C:22]#[N:23])[cH:16][c:17]([CH3:19])[cH:18]1.[CH3:31][CH2:32][OH:33].[H:29][H:30]>>[CH2:1]([CH2:2][CH2:3][CH3:4])[n:5]1[c:6](=[O:28])[nH:7][c:8](=[O:27])[c:9]([CH:24]([CH3:25])[CH3:26])[c:10]1[C:11](=[O:12])[c:13]1[cH:14][c:15]([CH2:20][CH2:21][C:22]#[N:23])[cH:16][c:17]([CH3:19])[cH:18]1. Reactants: COC(=O)C1=CC2=C(N(C(=N2)NC=2SC3=C(N2)C=CC(=C3)C)C)C=C1 (1-methyl-2-(6-methyl-benzothiazol-2-ylamino)-1H-benzimidazole-5-carboxylic acid methyl ester), [Li+].[OH-] (LiOH). Yield: 91.7%. Yields the product CN1C(=NC2=C1C=CC(=C2)C(=O)O)NC=2SC1=C(N2)C=CC(=C1)C (1-Methyl-2-(6-methyl-benzothiazol-2-ylamino)-1H-benzimidazole-5-carboxylic acid). Reaction SMILES: C[O:2][C:3]([C:5]1[CH:25]=[CH:24][C:8]2[N:9]([CH3:23])[C:10]([NH:12][C:13]3[S:14][C:15]4[CH:21]=[C:20]([CH3:22])[CH:19]=[CH:18][C:16]=4[N:17]=3)=[N:11][C:7]=2[CH:6]=1)=[O:4].[Li+].[OH-]>>[CH3:23][N:9]1[C:8]2[CH:24]=[CH:25][C:5]([C:3]([OH:4])=[O:2])=[CH:6][C:7]=2[N:11]=[C:10]1[NH:12][C:13]1[S:14][C:15]2[CH:21]=[C:20]([CH3:22])[CH:19]=[CH:18][C:16]=2[N:17]=1 |f:1.2|. Procedure details: 1-Methyl-2-(6-methyl-benzothiazol-2-ylamino)-1H-benzimidazole-5-carboxylic acid (1.55 g) was prepared by following General Procedure E starting from 1-methyl-2-(6-methyl-benzothiazol-2-ylamino)-1H-benzimidazole-5-carboxylic acid methyl ester (1.76 g), and LiOH (10.0 ml, 2.0 N solution in water). LC/MS: m/z 340. Reactants: ClC=1C=C(C=CC1Cl)C(CC=O)C1N(C(C2=CC=CC=C12)=O)C (3-(3,4-Dichlorophenyl)-3-(2-methyl-3-oxo-2,3-dihydro-1H-isoindol-1-yl)propionaldehyde), O=C1N(CCCN1)C1CCNCC1 (4-(2-oxoperhydropyrimidine-1-yl)piperidine). The product is Cl.ClC=1C=C(C=CC1Cl)C(CCN1CCC(CC1)N1C(NCCC1)=O)C1N(C(C2=CC=CC=C12)=O)C (3-[1-(3,4-Dichlorophenyl)-3-(4-(2-oxoperhydropyrimidine-1-yl)piperidino)propyl]-2-methyl-2,3-dihydroisoindol-1-one hydrochloride). The yield is 160.7%. RXN SMILES: [Cl:1][C:2]1[CH:3]=[C:4]([CH:9]([CH:13]2[C:21]3[C:16](=[CH:17][CH:18]=[CH:19][CH:20]=3)[C:15](=[O:22])[N:14]2[CH3:23])[CH2:10][CH:11]=O)[CH:5]=[CH:6][C:7]=1[Cl:8].[O:24]=[C:25]1[NH:30][CH2:29][CH2:28][CH2:27][N:26]1[CH:31]1[CH2:36][CH2:35][NH:34][CH2:33][CH2:32]1>>[ClH:1].[Cl:1][C:2]1[CH:3]=[C:4]([CH:9]([CH:13]2[C:21]3[C:16](=[CH:17][CH:18]=[CH:19][CH:20]=3)[C:15](=[O:22])[N:14]2[CH3:23])[CH2:10][CH2:11][N:34]2[CH2:35][CH2:36][CH:31]([N:26]3[CH2:27][CH2:28][CH2:29][NH:30][C:25]3=[O:24])[CH2:32][CH2:33]2)[CH:5]=[CH:6][C:7]=1[Cl:8] |f:2.3|. Procedure details: 3-(3,4-Dichlorophenyl)-3-(2-methyl-3-oxo-2,3-dihydro-1H-isoindol-1-yl)propionaldehyde (0.333 g) was coupled to 4-(2-oxoperhydropyrimidine-1-yl)piperidine (0.183 g) by a method similar to that described in Example 8. The reaction product was purified by chromatography and converted to the corresponding hydrochloride salt as described in Example 8 to afford the title compound (0.424 g); mp 160°-185° C.; MS: m/z=514(M+1); NMR(CD3SOCD3): 1.65 (d,2, J=13), 1.78 (s,1), 2.18 (m,2), 3.06 (s,3) 4.39 (m,1... Reaction SMILES: Br[C:2]1[N:6]2[N:7]=[C:8]([N:11]3[CH2:16][CH2:15][N:14]([C:17]([NH:19][CH:20]([CH3:22])[CH3:21])=[O:18])[CH2:13][CH2:12]3)[CH:9]=[CH:10][C:5]2=[N:4][CH:3]=1.[C:23]1(B(O)O)[CH:28]=[CH:27][CH:26]=[CH:25][CH:24]=1.O.[O-]P([O-])([O-])=O.[K+].[K+].[K+].[Cl:41]CCl.N#N>COCCOC.C1C=CC(P(C2C=CC=CC=2)[C-]2C=CC=C2)=CC=1.C1C=CC(P(C2C=CC=CC=2)[C-]2C=CC=C2)=CC=1.Cl[Pd]Cl.[Fe+2].O>[ClH:41].[CH:20]([NH:19][C:17]([N:14]1[CH2:15][CH2:16][N:11]([C:8]2[CH:9]=[CH:10][C:5]3[N:6]([C:2]([C:23]4[CH:28]=[CH:27][CH:26]=[CH:25][CH:24]=4)=[CH:3][N:4]=3)[N:7]=2)[CH2:12][CH2:13]1)=[O:18])([CH3:22])[CH3:21] |f:2.3.4.5.6,10.11.12.13,15.16|. Reagents/catalysts: C1=CC=C(C=C1)P([C-]2C=CC=C2)C3=CC=CC=C3.C1=CC=C(C=C1)P([C-]2C=CC=C2)C3=CC=CC=C3.Cl[Pd]Cl.[Fe+2] ([1,1′-bis(diphenylphosphino)ferrocene]dichloropalladium(II)). Product: Cl.C(C)(C)NC(=O)N1CCN(CC1)C=1C=CC=2N(N1)C(=CN2)C2=CC=CC=C2 (N-isopropyl-4-(3-phenylimidazo[1,2-b]pyridazin-6-yl)piperazine-1-carboxamide monohydrochloride salt). Conditions: temperature 85 celsius. Reactants: BrC1=CN=C2N1N=C(C=C2)N2CCN(CC2)C(=O)NC(C)C (4-(3-bromoimidazo[1,2-b]pyridazin-6-yl)-N-isopropylpiperazine-1-carboxamide), C1(=CC=CC=C1)B(O)O (phenyl boronic acid), O.[O-]P(=O)([O-])[O-].[K+].[K+].[K+] (potassium phosphate tribasic monohydrate), ClCCl (dichloromethane), N#N (N2), N#N (N2). Procedure: To a mixture of 4-(3-bromoimidazo[1,2-b]pyridazin-6-yl)-N-isopropylpiperazine-1-carboxamide (481.5 mg, 1.3 mmol), phenyl boronic acid [98-80-8] (191.8 mg, 1.6 mmol), potassium phosphate tribasic monohydrate [27176-10-9] (608.4 mg, 2.6 mmol), and [1,1′-bis(diphenylphosphino)ferrocene]dichloropalladium(II), complex with dichloromethane [95464-05-4] (111.4 mg, 0.1 mmol) contained in a 50 mL round bottomed flask was added a solution of 30% (v/v) water in 1,2-dimethoxyethane (25 mL) and a magnetic st... Solvent: COCCOC (1,2-dimethoxyethane), O (water). Yield: 547.3%. Reactants: CCN=C=NCCCN(C)C, Cc1nc(C)c(C(=O)O)s1, CN(C)C=O, CCN(C(C)C)C(C)C, Cl, Nc1cc(Oc2ccc3nc(NC(=O)C4CC4)cn3n2)ccc1F, On1nnc2ccccc21. Yields the product Cc1nc(C)c(C(=O)Nc2cc(Oc3ccc4nc(NC(=O)C5CC5)cn4n3)ccc2F)s1. RXN SMILES: [CH2:46]([N:47]=[C:48]=[N:49][CH2:50][CH2:51][CH2:52][N:53]([CH3:54])[CH3:55])[CH3:56].[CH3:1][c:2]1[s:3][c:4]([C:8](=[O:9])[OH:10])[c:5]([CH3:7])[n:6]1.[CH3:66][N:67]([CH3:68])[CH:69]=[O:70].[CH:57]([N:58]([CH2:59][CH3:60])[CH:61]([CH3:62])[CH3:63])([CH3:64])[CH3:65].[ClH:45].[NH2:11][c:12]1[cH:13][c:14]([O:15][c:16]2[cH:17][cH:18][c:19]3[n:20]([n:21]2)[cH:22][c:23]([NH:25][C:26](=[O:27])[CH:28]2[CH2:29][CH2:30]2)[n:24]3)[cH:31][cH:32][c:33]1[F:34].[OH:35][n:36]1[c:37]2[cH:38][cH:39][cH:40][cH:41][c:42]2[n:43][n:44]1>>[CH3:1][c:2]1[s:3][c:4]([C:8](=[O:10])[NH:11][c:12]2[cH:13][c:14]([O:15][c:16]3[cH:17][cH:18][c:19]4[n:20]([n:21]3)[cH:22][c:23]([NH:25][C:26](=[O:27])[CH:28]3[CH2:29][CH2:30]3)[n:24]4)[cH:31][cH:32][c:33]2[F:34])[c:5]([CH3:7])[n:6]1. RXN SMILES: [Cl:20][C:21]([O:22][CH:23]([Cl:24])[CH3:25])=[O:26].[Cl:27][CH:28]([Cl:29])[CH3:30].[F:1][c:2]1[c:3]2[c:4]3[c:5]([n:6]4[c:7]2[c:8]([cH:9][cH:10]1)[CH2:11][CH2:12][N:13]([CH3:16])[CH2:14][CH2:15]4)[CH2:17][CH2:18][CH2:19]3>>[F:1][c:2]1[c:3]2[c:4]3[c:5]([n:6]4[c:7]2[c:8]([cH:9][cH:10]1)[CH2:11][CH2:12][NH:13][CH2:14][CH2:15]4)[CH2:17][CH2:18][CH2:19]3. Yields the product Fc1ccc2c3c1c1c(n3CCNCC2)CCC1. Reactants: CC(Cl)OC(=O)Cl, CC(Cl)Cl, CN1CCc2ccc(F)c3c4c(n(c23)CC1)CCC4. Starting materials: C(C)OC(=O)NN (hydrazinoformicacid ethylester), aqueous solution, ClCC=O (chloroacetaldehyde), O=[Si]=O (Celite 545). The solvent is O (water), O (water). RXN SMILES: [Cl:1][CH2:2][CH:3]=O.O=[Si]=O.[CH2:8]([O:10][C:11]([NH:13][NH2:14])=[O:12])[CH3:9]>O>[CH2:8]([O:10][C:11](=[O:12])[NH:13][N:14]=[CH:3][CH2:2][Cl:1])[CH3:9]. Procedure details: 550 g (3.5 mol) of a 50% aqueous solution of chloroacetaldehyde were diluted with 3000 ml water and were reacted with 10 g Celite 545 in order to react with the precipitating resin. For this purpose the solution was passed through a fluted filter into a three times tubulated round bottom flask of 6 l contents which was provided with a stirrer and thermometer. While cooling with ice a solution of 364 g (3.5 mol) of hydrazinoformicacid ethylester in 360 ml water was added during a period of 15 min... Conditions: time 30 minute. Yields the product C(C)OC(NN=CCCl)=O (2-chloroethylideneaminocarbamic acid ethylester).